This data is from the Open Reaction Database (ORD), a public repository of structured organic reaction records. The task is: describe an organic reaction: reactants, conditions, products, and yield Starting materials: CS(=O)(=O)Cl (methanesulfonyl chloride), Cl (hydrochloric acid), NC=1C=C(C=CC1OC1=CC=CC=C1)O (3-amino-4-phenoxyphenol), N1=CC=CC=C1 (pyridine). The solvent is C(Cl)Cl (methylene chloride), O (water), C(Cl)Cl (methylene chloride). Run at time 30 minute. The product is CS(=O)(=O)NC=1C=C(C=CC1OC1=CC=CC=C1)O (3-methylsulfonylamino-4-phenoxyphenol). Yield: 84.9%. As a reaction SMILES: [NH2:1][C:2]1[CH:3]=[C:4]([OH:15])[CH:5]=[CH:6][C:7]=1[O:8][C:9]1[CH:14]=[CH:13][CH:12]=[CH:11][CH:10]=1.N1C=CC=CC=1.[CH3:22][S:23](Cl)(=[O:25])=[O:24].Cl>C(Cl)Cl.O>[CH3:22][S:23]([NH:1][C:2]1[CH:3]=[C:4]([OH:15])[CH:5]=[CH:6][C:7]=1[O:8][C:9]1[CH:14]=[CH:13][CH:12]=[CH:11][CH:10]=1)(=[O:25])=[O:24]. Procedure: 20.1 g of 3-amino-4-phenoxyphenol and 23.7 g of pyridine were dissolved in 200 ml of methylene chloride. To the resulting solution being ice-cooled was dropwise added a solution of 12.6 g of methanesulfonyl chloride in 60 ml of methylene chloride, at the same temperature in 30 minutes. The mixture was subjected to reaction at the same temperature for 2 hours. 200 ml of water was added thereto and then 4N hydrochloric acid was added to adjust the pH to 3. The organic layer was separated, washed w... Starting materials: CC(C(C(=O)OC)=O)C1=CC(=C(C=C1)C1=CC=CC=C1)F (methyl 3-methyl-3-(2-fluoro-4-biphenylyl)-pyruvate), [OH-].[K+] (potassium hydroxide). The solvent is CO (methanol), CO (methanol). Run at time 30 minute. The product is CC(C(C(=O)O)=O)C1=CC(=C(C=C1)C1=CC=CC=C1)F (3-methyl-3-(2-fluoro-4-biphenylyl)-pyruvic acid). Yield: 78.9%. Reaction SMILES: [CH3:1][CH:2]([C:9]1[CH:14]=[CH:13][C:12]([C:15]2[CH:20]=[CH:19][CH:18]=[CH:17][CH:16]=2)=[C:11]([F:21])[CH:10]=1)[C:3](=[O:8])[C:4]([O:6]C)=[O:5].[OH-].[K+]>CO>[CH3:1][CH:2]([C:9]1[CH:14]=[CH:13][C:12]([C:15]2[CH:20]=[CH:19][CH:18]=[CH:17][CH:16]=2)=[C:11]([F:21])[CH:10]=1)[C:3](=[O:8])[C:4]([OH:6])=[O:5] |f:1.2|. Procedure: To a solution of 2.4 g of methyl 3-methyl-3-(2-fluoro-4-biphenylyl)-pyruvate in 40 ml of methanol was added a solution of 2.0 g of potassium hydroxide in 20 ml of methanol, and the resulting mixture was stirred at room temperature for 30 minutes. Subsequently, the methanol was removed from the mixture by distillation under reduced pressure. The residue was charged with water, and insoluble matter was removed therefrom by extraction with ethyl acetate. The extraction mother liquor was acidified w... The reactants are O=C([O-])C(O)C(O)C(=O)[O-], CCCCCc1ccc(C2CCC(C#N)CC2)cc1, ClCCl, CC(C)C[AlH]CC(C)C, Cc1ccccc1, [K+], [Na+]. Yields the product CCCCCc1ccc(C2CCC(C=O)CC2)cc1. RXN SMILES: [C:29](=[O:30])([CH:31]([CH:32]([C:33]([O-:34])=[O:35])[OH:36])[OH:37])[O-:38].[CH2:1]([CH2:2][CH2:3][CH2:4][CH3:5])[c:6]1[cH:7][cH:8][c:9]([CH:12]2[CH2:13][CH2:14][CH:15]([C:18]#[N:19])[CH2:16][CH2:17]2)[cH:10][cH:11]1.[CH2:41]([Cl:42])[Cl:43].[CH3:20][CH:21]([CH2:22][AlH:23][CH2:24][CH:25]([CH3:26])[CH3:27])[CH3:28].[CH3:44][c:45]1[cH:46][cH:47][cH:48][cH:49][cH:50]1.[K+:40].[Na+:39]>>[CH2:1]([CH2:2][CH2:3][CH2:4][CH3:5])[c:6]1[cH:7][cH:8][c:9]([CH:12]2[CH2:13][CH2:14][CH:15]([CH:18]=[O:30])[CH2:16][CH2:17]2)[cH:10][cH:11]1.